This data is from the Open Reaction Database (ORD), a public repository of structured organic reaction records. The task is: describe an organic reaction: reactants, conditions, products, and yield Reactants: CCCN, CCN(C(C)C)C(C)C, CCCCC, ClCCl, O=S(=O)(Cl)Cl. The product is CCCCCS(=O)(=O)NCCC. Reaction SMILES: [CH2:11]([CH2:12][CH3:13])[NH2:14].[CH2:15]([N:16]([CH:17]([CH3:18])[CH3:19])[CH:20]([CH3:21])[CH3:22])[CH3:23].[CH3:6][CH2:7][CH2:8][CH2:9][CH3:10].[Cl:24][CH2:25][Cl:26].[S:1](=[O:2])(=[O:3])([Cl:4])[Cl:5]>>[S:1](=[O:2])(=[O:3])([CH2:6][CH2:7][CH2:8][CH2:9][CH3:10])[NH:14][CH2:11][CH2:12][CH3:13].